This data is from the Open Reaction Database (ORD), a public repository of structured organic reaction records. The task is: describe an organic reaction: reactants, conditions, products, and yield Reactants: O1CCCC1 (tetrahydrofuran), FC1=C(C(=O)Cl)C(=CC=C1)F (2,6-difluorobenzoyl chloride), O1CCCC1 (tetrahydrofuran), FC(OC1=CC=C(OCCCN)C=C1)(F)F (3-(4-trifluoromethoxyphenoxy)propylamine). Solvent: C(C)N(CC)CC (triethylamine). Reaction conditions: time 1 hour. Product: FC(OC1=CC=C(OCCCNC(C2=C(C=CC=C2F)F)=O)C=C1)(F)F (N-[3-(4-trifluoromethoxyphenoxy)propyl]-2,6-difluorobenzamide). As a reaction SMILES: O1CCCC1.[F:6][C:7]1[CH:15]=[CH:14][CH:13]=[C:12]([F:16])[C:8]=1[C:9](Cl)=[O:10].[F:17][C:18]([F:32])([F:31])[O:19][C:20]1[CH:30]=[CH:29][C:23]([O:24][CH2:25][CH2:26][CH2:27][NH2:28])=[CH:22][CH:21]=1>C(N(CC)CC)C>[F:17][C:18]([F:31])([F:32])[O:19][C:20]1[CH:30]=[CH:29][C:23]([O:24][CH2:25][CH2:26][CH2:27][NH:28][C:9](=[O:10])[C:8]2[C:7]([F:6])=[CH:15][CH:14]=[CH:13][C:12]=2[F:16])=[CH:22][CH:21]=1. Procedure details: A tetrahydrofuran (5 ml) solution of 2,6-difluorobenzoyl chloride (0.88 g) was added dropwise under ice-cooling and stirring to a tetrahydrofuran (20 ml) solution of 3-(4-trifluoromethoxyphenoxy)propylamine (1.18 g) and triethylamine (0.50 g) and the mixture was further stirred at room temperature for one hour. The product is FC1=CC=C(C=C1)S(=O)(=O)NC=1C=CC(=NC1)C(=O)OC (Methyl 5-[(4-fluorophenylsulfonyl)amino]-pyridine-2-carboxylate). Starting materials: NC=1C=CC(=NC1)C(=O)OC (methyl 5-amino-pyridine-2-carboxylate), FC1=CC=C(C=C1)S(=O)(=O)Cl (4-fluorobenzenesulfonyl chloride). As a reaction SMILES: [NH2:1][C:2]1[CH:3]=[CH:4][C:5]([C:8]([O:10][CH3:11])=[O:9])=[N:6][CH:7]=1.[F:12][C:13]1[CH:18]=[CH:17][C:16]([S:19](Cl)(=[O:21])=[O:20])=[CH:15][CH:14]=1>N1C=CC=CC=1>[F:12][C:13]1[CH:18]=[CH:17][C:16]([S:19]([NH:1][C:2]2[CH:3]=[CH:4][C:5]([C:8]([O:10][CH3:11])=[O:9])=[N:6][CH:7]=2)(=[O:21])=[O:20])=[CH:15][CH:14]=1. Reaction conditions: time 1 hour. Procedure: 3.8 g (25 mmol) of methyl 5-amino-pyridine-2-carboxylate were dissolved in 75 ml of anhydrous pyridine, and 5.8 g (30 mmol) of 4-fluorobenzenesulfonyl chloride were added in portions, whereupon the temperature of the reaction solution rose to 35° C. After 1 hour, the mixture was concentrated in vacuo and the residue was triturated with water, filtered off with suction, washed with water and dried. This gave 7.3 g of product, melting point 183° to 185° C. Solvent: N1=CC=CC=C1 (pyridine). Starting materials: BrCc1ccccc1, CC(C)(C)OC(=O)N1CCN2C(=O)c3c(O)cccc3C2C1, O=C([O-])[O-], CN(C)C=O, CCOC(C)=O, [K+], [K+]. Yields the product CC(C)(C)OC(=O)N1CCN2C(=O)c3c(OCc4ccccc4)cccc3C2C1. As a reaction SMILES: [Br:23][CH2:24][c:25]1[cH:26][cH:27][cH:28][cH:29][cH:30]1.[C:1]([CH3:2])([CH3:3])([CH3:4])[O:5][C:6](=[O:7])[N:8]1[CH2:9][CH:10]2[N:11]([C:12](=[O:20])[c:13]3[c:14]([OH:19])[cH:15][cH:16][cH:17][c:18]32)[CH2:21][CH2:22]1.[C:31](=[O:32])([O-:33])[O-:34].[CH3:37][N:38]([CH3:39])[CH:40]=[O:41].[CH3:42][CH2:43][O:44][C:45](=[O:46])[CH3:47].[K+:35].[K+:36]>>[C:1]([CH3:2])([CH3:3])([CH3:4])[O:5][C:6](=[O:7])[N:8]1[CH2:9][CH:10]2[N:11]([C:12](=[O:20])[c:13]3[c:14]([O:19][CH2:24][c:25]4[cH:26][cH:27][cH:28][cH:29][cH:30]4)[cH:15][cH:16][cH:17][c:18]32)[CH2:21][CH2:22]1. The reactants are ClC=1N(C(SC1Cl)=O)CC1=C(C2=C(N(C(N(C2=O)C)=O)CC(C)C)S1)C(=O)N1OCC(C1)O[Si](C)(C)C(C)(C)C (6-[(4,5-Dichloro-2-oxo-3(2H)-thiazolyl)methyl]-5-[4-[(1,1-dimethylethyl)dimethylsilyloxy]isoxazolidin-2-ylcarbonyl]-3-methyl-1-(isobutyl)-thieno[2,3-d]pyrimidine-2,4(1H,3H)-dione), C(C)(=O)O (acetic acid), C([O-])(O)=O.[Na+] (sodium bicarbonate), [F-].C(CCC)[N+](CCCC)(CCCC)CCCC (tetrabutylammonium fluoride). Solvent: C1CCOC1 (THF), C1CCOC1 (THF). Yields the product ClC=1N(C(SC1Cl)=O)CC1=C(C2=C(N(C(N(C2=O)C)=O)CC(C)C)S1)C(=O)N1OCC(C1)O (6-[(4,5-Dichloro-2-oxo-3(2H)-thiazolyl)methyl]-5-[4-hydroxyisoxazolidin-2-ylcarbonyl]-3-methyl-1-(isobutyl)thieno[2,3-d]pyrimidine-2,4(1H,3H)-dione). RXN SMILES: [Cl:1][C:2]1[N:3]([CH2:9][C:10]2[S:25][C:13]3[N:14]([CH2:21][CH:22]([CH3:24])[CH3:23])[C:15](=[O:20])[N:16]([CH3:19])[C:17](=[O:18])[C:12]=3[C:11]=2[C:26]([N:28]2[CH2:32][CH:31]([O:33][Si](C(C)(C)C)(C)C)[CH2:30][O:29]2)=[O:27])[C:4](=[O:8])[S:5][C:6]=1[Cl:7].C(O)(=O)C.[F-].C([N+](CCCC)(CCCC)CCCC)CCC.C(=O)(O)[O-].[Na+]>C1COCC1>[Cl:1][C:2]1[N:3]([CH2:9][C:10]2[S:25][C:13]3[N:14]([CH2:21][CH:22]([CH3:24])[CH3:23])[C:15](=[O:20])[N:16]([CH3:19])[C:17](=[O:18])[C:12]=3[C:11]=2[C:26]([N:28]2[CH2:32][CH:31]([OH:33])[CH2:30][O:29]2)=[O:27])[C:4](=[O:8])[S:5][C:6]=1[Cl:7] |f:2.3,4.5|. Procedure details: To a solution of the product of step e) (180 mg) in THF (5 ml) under a nitrogen atmosphere, was added glacial acetic acid (0.10 ml) follwed by 1 N tetrabutylammonium fluoride solution in THF (0.5 ml). After 16 h at ambient temperature the mixture was neutralised with sat sodium bicarbonate solution and extracted into ethyl acetate. The organics were washed with water, and dried over magnesium sulphate. Concentration in vacuo gave a white solid that was purified by reverse phase HPLC to give the ... The reactants are FC1=C(C#N)C=CC(=C1)CO (2-fluoro-4-hydroxymethylbenzonitrile), Cl.NO (hydroxylamine hydrochloride). Run in CO (methanol). Reaction conditions: temperature 50 celsius, time 16 hour. The product is FC1=C(C=CC(=C1)CO)C(N)=NO (2-Fluoro-N′-hydroxy-4-(hydroxymethyl)benzenecarboximidamide). The yield is 42.8%. As a reaction SMILES: [F:1][C:2]1[CH:9]=[C:8]([CH2:10][OH:11])[CH:7]=[CH:6][C:3]=1[C:4]#[N:5].Cl.[NH2:13][OH:14]>CO>[F:1][C:2]1[CH:9]=[C:8]([CH2:10][OH:11])[CH:7]=[CH:6][C:3]=1[C:4](=[N:13][OH:14])[NH2:5] |f:1.2|. Procedure details: To a solution of 2-fluoro-4-hydroxymethylbenzonitrile (CAS 222978-02-1) (2.5 g, 16.5 mmol) in methanol (30 mL) was added hydroxylamine hydrochloride (3 mL, 50 mmol). After heating to 50° C. with stirring for 16 h, the reaction mixture was cooled to RT and concentrated to afford 1.3 g of Intermediate 5. Starting materials: CN1CCN(CC1)CCOC1=CC=2N(C=C1)C(=CN2)C(=O)[O-].[Li+] (lithium 7-(2-(4-methylpiperazin-1-yl)ethoxy)imidazo[1,2-a]pyridine-3-carboxylate), CN1CCCC1=O (NMP), ClC1=CC=C(C=2C=NN(C12)CC1=NC(=CC=C1)C)N (7-Chloro-1-((6-methylpyridin-2-yl)methyl)-1H-indazol-4-amine), CN1CCCC1=O (NMP), ClC1=C(C(=O)Cl)C(=CC(=C1)Cl)Cl (2,4,6-Trichlorobenzoyl chloride). Solvent: CCOC(=O)C (EtOAc), C(=O)(O)[O-].[Na+] (NaHCO3). Run at time 0.5 hour. The product is ClC=1C=CC(=C2C=NN(C12)CC1=NC(=CC=C1)C)NC(=O)C1=CN=C2N1C=CC(=C2)OCCN2CCN(CC2)C (N-(7-chloro-1-((6-methylpyridin-2-yl)methyl)-1H-indazol-4-yl)-7-(2-(4-methylpiperazin-1-yl)ethoxy)imidazo[1,2-a]pyridine-3-carboxamide). As a reaction SMILES: [CH3:1][N:2]1[CH2:7][CH2:6][N:5]([CH2:8][CH2:9][O:10][C:11]2[CH:16]=[CH:15][N:14]3[C:17]([C:20]([O-])=[O:21])=[CH:18][N:19]=[C:13]3[CH:12]=2)[CH2:4][CH2:3]1.[Li+].CN1C(=O)CCC1.ClC1C=C(Cl)C=C(Cl)C=1C(Cl)=O.[Cl:43][C:44]1[C:52]2[N:51]([CH2:53][C:54]3[CH:59]=[CH:58][CH:57]=[C:56]([CH3:60])[N:55]=3)[N:50]=[CH:49][C:48]=2[C:47]([NH2:61])=[CH:46][CH:45]=1>CCOC(C)=O.C([O-])(O)=O.[Na+]>[Cl:43][C:44]1[CH:45]=[CH:46][C:47]([NH:61][C:20]([C:17]2[N:14]3[CH:15]=[CH:16][C:11]([O:10][CH2:9][CH2:8][N:5]4[CH2:6][CH2:7][N:2]([CH3:1])[CH2:3][CH2:4]4)=[CH:12][C:13]3=[N:19][CH:18]=2)=[O:21])=[C:48]2[C:52]=1[N:51]([CH2:53][C:54]1[CH:59]=[CH:58][CH:57]=[C:56]([CH3:60])[N:55]=1)[N:50]=[CH:49]2 |f:0.1,6.7|. Reported procedure: A vial containing lithium 7-(2-(4-methylpiperazin-1-yl)ethoxy)imidazo[1,2-a]pyridine-3-carboxylate (0.171 g, 0.550 mmol) and NMP (3.0 mL) was warmed to provide a homogeneous solution and then cooled to ambient temperature. 2,4,6-Trichlorobenzoyl chloride (0.0803 mL, 0.513 mmol) was added and the dark solution was stirred at ambient temperature for 0.5 hours. 7-Chloro-1-((6-methylpyridin-2-yl)methyl)-1H-indazol-4-amine (0.100 g, 0.367 mmol) was added as a NMP (3.0 mL) solution and the mixture was... As a reaction SMILES: Cl[C:2]1[CH:11]=[CH:10][C:9]2[C:4](=[CH:5][CH:6]=[C:7](Cl)[CH:8]=2)[N:3]=1.[CH3:13][O:14][C:15]1[CH:22]=[CH:21][CH:20]=[CH:19][C:16]=1[CH2:17][NH2:18].[NH2:23][CH2:24][CH2:25][N:26]1[CH2:31][CH2:30][O:29][CH2:28][CH2:27]1>>[CH3:13][O:14][C:15]1[CH:22]=[CH:21][CH:20]=[CH:19][C:16]=1[CH2:17][NH:18][C:2]1[CH:11]=[CH:10][C:9]2[C:4](=[CH:5][CH:6]=[C:7]([NH:23][CH2:24][CH2:25][N:26]3[CH2:31][CH2:30][O:29][CH2:28][CH2:27]3)[CH:8]=2)[N:3]=1. Starting materials: ClC1=NC2=CC=C(C=C2C=C1)Cl (2,6-dichloroquinoline), COC1=C(CN)C=CC=C1 (2-methoxybenzylamine), NCCN1CCOCC1 (N-(2-aminoethyl)morpholine). Product: COC1=C(CNC2=NC3=CC=C(C=C3C=C2)NCCN2CCOCC2)C=CC=C1 (N2-(2-Methoxy-benzyl)-N6-(2-morpholin-4-yl-ethyl)-quinoline-2,6-diamine). Procedure: The title compound, MS: m/e=393.4 (M+H+), was prepared in accordance with the general method of example 1 from 2,6-dichloroquinoline, 2-methoxybenzylamine and N-(2-aminoethyl)morpholine.